This data is from the Open Reaction Database (ORD), a public repository of structured organic reaction records. The task is: describe an organic reaction: reactants, conditions, products, and yield Starting materials: C(O)CN (ethanolamine), OCCN1C(C2=CC=CC=3C2=C(C1=O)C=CC3)=O (2-(2-Hydroxyethyl)-1H-benz[de]isoquinoline-1,3(2H)-dione), ( b ), NCCCO (3-aminopropanol). The product is OCCCN1C(C2=CC=CC=3C2=C(C1=O)C=CC3)=O (2-(3-hydroxypropyl)-1H-benz[de]isoquinoline-1,3(2H)-dione), 4-methylbenzenesulfonate ester. RXN SMILES: [NH2:1][CH2:2][CH2:3][CH2:4][OH:5].C(CN)O.OCCN1[C:22](=[O:23])[C:21]2[CH:24]=[CH:25][CH:26]=[C:19]3[C:20]=2[C:15](=[CH:16][CH:17]=[CH:18]3)[C:14]1=[O:27]>>[OH:5][CH2:4][CH2:3][CH2:2][N:1]1[C:14](=[O:27])[C:15]2[CH:16]=[CH:17][CH:18]=[C:19]3[C:20]=2[C:21](=[CH:24][CH:25]=[CH:26]3)[C:22]1=[O:23]. Procedure details: Following the procedure of example 1(a) and (b) but substituting 3-aminopropanol for the ethanolamine in part (a) one obtains 2-(3-hydroxypropyl)-1H-benz[de]isoquinoline-1,3(2H)-dione, 4-methylbenzenesulfonate ester. The reactants are C1(=CC=CC=C1)P(C1=CC=CC=C1)C1=CC=CC=C1 (triphenylphosphine), N1(CCCCC1)CC1=CC=C(C=C1)O (4-Piperidin-1-ylmethyl-phenol), C(C)N(CCO)CC (2-Diethylamino-ethanol), CC(C)(C)OC(=O)/N=N/C(=O)OC(C)(C)C (di-tert-butylazodicarboxylate), C(Cl)Cl (DCM). Reaction conditions: time 2 hour. Product: N.C(Cl)Cl (ammonia DCM), C(C)N(CCOC1=CC=C(C=C1)CN1CCCCC1)CC (Diethyl-[2-(4-piperidin-1-ylmethyl-phenoxy)-ethyl]-amine). Isolated yield 3.0%. RXN SMILES: [N:1]1([CH2:7][C:8]2[CH:13]=[CH:12][C:11]([OH:14])=[CH:10][CH:9]=2)[CH2:6][CH2:5][CH2:4][CH2:3][CH2:2]1.[CH2:15]([N:17]([CH2:21][CH3:22])[CH2:18][CH2:19]O)[CH3:16].C1(P(C2C=CC=CC=2)C2C=CC=CC=2)C=CC=CC=1.CC(OC(/N=N/C(OC(C)(C)C)=O)=O)(C)C.[CH2:58]([Cl:60])[Cl:59]>>[NH3:1].[CH2:58]([Cl:60])[Cl:59].[CH2:15]([N:17]([CH2:21][CH3:22])[CH2:18][CH2:19][O:14][C:11]1[CH:10]=[CH:9][C:8]([CH2:7][N:1]2[CH2:6][CH2:5][CH2:4][CH2:3][CH2:2]2)=[CH:13][CH:12]=1)[CH3:16] |f:5.6|. Procedure details: A suspension of the product of Example 17 (176 mg), 2-Diethylamino-ethanol (0.12 mL), and polymer supported triphenylphosphine (613 mg; loading: 3 mmol/g) in DCM (5 mL) was treated with di-tert-butylazodicarboxylate (316 mg). After 2 h, the resulting mixture was filtered, and the filtrate was evaporated. Chromatography of the residue (3% 2 M methanolic ammonia/DCM) gave the title compound as a pale yellow oil (37 mg). 1H NMR (400 MHz, CDCl3): 7.20 (d, J=8.8 Hz, 2H), 6.84 (d, J=8.6 Hz, 2H), 4.03 ... The reactants are CC(C)(C)OC(=O)N1CCC(Oc2cc(C(C)(C)C)ccc2C(=O)Cl)CC1, Nc1cc(Cl)ccc1C(=O)Nc1ccc(Cl)cn1, ClCCl, c1ccncc1. Product: CC(C)(C)OC(=O)N1CCC(Oc2cc(C(C)(C)C)ccc2C(=O)Nc2cc(Cl)ccc2C(=O)Nc2ccc(Cl)cn2)CC1. Reaction SMILES: [C:19]([CH3:20])([CH3:21])([CH3:22])[c:23]1[cH:24][c:25]([O:32][CH:33]2[CH2:34][CH2:35][N:36]([C:39](=[O:40])[O:41][C:42]([CH3:43])([CH3:44])[CH3:45])[CH2:37][CH2:38]2)[c:26]([C:27](=[O:28])[Cl:29])[cH:30][cH:31]1.[Cl:1][c:2]1[cH:3][cH:4][c:5]([NH:8][C:9]([c:10]2[c:11]([NH2:17])[cH:12][c:13]([Cl:16])[cH:14][cH:15]2)=[O:18])[n:6][cH:7]1.[Cl:52][CH2:53][Cl:54].[cH:46]1[cH:47][cH:48][n:49][cH:50][cH:51]1>>[Cl:1][c:2]1[cH:3][cH:4][c:5]([NH:8][C:9]([c:10]2[c:11]([NH:17][C:27]([c:26]3[c:25]([O:32][CH:33]4[CH2:34][CH2:35][N:36]([C:39](=[O:40])[O:41][C:42]([CH3:43])([CH3:44])[CH3:45])[CH2:37][CH2:38]4)[cH:24][c:23]([C:19]([CH3:20])([CH3:21])[CH3:22])[cH:31][cH:30]3)=[O:28])[cH:12][c:13]([Cl:16])[cH:14][cH:15]2)=[O:18])[n:6][cH:7]1. Reactants: BrC1=NSC(=N1)C1=CC=C(C=C1)NC(OC(C)(C)C)=O (tert-butyl 4-(3-bromo-1,2,4-thiadiazol-5-yl)phenylcarbamate), [Li+].C[Si](C)(C)[N-][Si](C)(C)C (LiHMDS). Run in O (water), [NH4+].[Cl-] (NH4Cl), CCOC(=O)C (EtOAc), O (Water), C1CCOC1 (THF). Run at time 1.5 hour. The product is NC1=NSC(=N1)C1=CC=C(C=C1)NC(OC(C)(C)C)=O (tert-butyl 4-(3-amino-1,2,4-thiadiazol-5-yl)phenylcarbamate). Reaction SMILES: Br[C:2]1[N:6]=[C:5]([C:7]2[CH:12]=[CH:11][C:10]([NH:13][C:14](=[O:20])[O:15][C:16]([CH3:19])([CH3:18])[CH3:17])=[CH:9][CH:8]=2)[S:4][N:3]=1.[Li+].C[Si]([N-:26][Si](C)(C)C)(C)C>C1COCC1.O.[NH4+].[Cl-].CCOC(C)=O>[NH2:26][C:2]1[N:6]=[C:5]([C:7]2[CH:12]=[CH:11][C:10]([NH:13][C:14](=[O:20])[O:15][C:16]([CH3:19])([CH3:18])[CH3:17])=[CH:9][CH:8]=2)[S:4][N:3]=1 |f:1.2,5.6|. Procedure: To a solution of tert-butyl 4-(3-bromo-1,2,4-thiadiazol-5-yl)phenylcarbamate (3.22 g, 9.04 mmol) in THF (35 mL) at 0° C. was added LiHMDS (1 M in PhMe, 23 mL, 23.0 mmol). The reaction mixture was warmed to room temperature and stirred for 1.5 h. Water (20 mL) was added and the mixture was stirred at room temperature for 2 h. The reaction mixture was diluted with water, saturated NH4Cl, and EtOAc. The aqueous phase was extracted with EtOAc (2×), and the combined organic extracts were washed with ...